From a dataset of the Open Reaction Database (ORD), a public repository of structured organic reaction records. describe an organic reaction: reactants, conditions, products, and yield Reactants: CCN(C(C)C)C(C)C, O=C(Cl)c1ccc(Cl)cc1Cl, ClCCl, CCCS(=O)(=O)N1CCC(CN)(C(=O)N2CCOCC2)CC1. Product: CCCS(=O)(=O)N1CCC(CNC(=O)c2ccc(Cl)cc2Cl)(C(=O)N2CCOCC2)CC1. As a reaction SMILES: [CH:23]([N:24]([CH2:25][CH3:26])[CH:27]([CH3:28])[CH3:29])([CH3:30])[CH3:31].[Cl:32][c:33]1[c:34]([C:35](=[O:36])[Cl:37])[cH:38][cH:39][c:40]([Cl:42])[cH:41]1.[Cl:43][CH2:44][Cl:45].[O:1]1[CH2:2][CH2:3][N:4]([C:7](=[O:8])[C:9]2([CH2:21][NH2:22])[CH2:10][CH2:11][N:12]([S:15](=[O:16])(=[O:17])[CH2:18][CH2:19][CH3:20])[CH2:13][CH2:14]2)[CH2:5][CH2:6]1>>[O:1]1[CH2:2][CH2:3][N:4]([C:7](=[O:8])[C:9]2([CH2:21][NH:22][C:35]([c:34]3[c:33]([Cl:32])[cH:41][c:40]([Cl:42])[cH:39][cH:38]3)=[O:36])[CH2:10][CH2:11][N:12]([S:15](=[O:16])(=[O:17])[CH2:18][CH2:19][CH3:20])[CH2:13][CH2:14]2)[CH2:5][CH2:6]1. The reactants are ClC1=NC=CC=N1 (2-chloropyrimidine), ClC1=CC2=C(N3C(=NN=C3CNC2)C2CCN(CC2)C2=NC=CC=C2)C=C1 (8-Chloro-1-(3,4,5,6-tetrahydro-2H-[1,2′]bipyridinyl-4-yl)-5,6-dihydro-4H-2,3,5,10b-tetraaza-benzo[e]azulene), ClC1=NC=CC=N1 (2-Chloropyrimidine), C([O-])([O-])=O.[K+].[K+] (potassium carbonate). Solvent: CN(C=O)C (N,N-dimethylformamide). Conditions: time 18 hour. The product is ClC1=CC2=C(N3C(=NN=C3CN(C2)C2=NC=CC=N2)C2CCN(CC2)C2=NC=CC=C2)C=C1 (8-Chloro-5-pyrimidin-2-yl-1-(3,4,5,6-tetrahydro-2H-[1,2′]bipyridinyl-4-yl)-5,6-dihydro-4H-2,3,5,10b-tetraaza-benzo[e]azulene). Yield: 48.1%. As a reaction SMILES: [Cl:1][C:2]1[CH:27]=[CH:26][C:5]2[N:6]3[C:10]([CH2:11][NH:12][CH2:13][C:4]=2[CH:3]=1)=[N:9][N:8]=[C:7]3[CH:14]1[CH2:19][CH2:18][N:17]([C:20]2[CH:25]=[CH:24][CH:23]=[CH:22][N:21]=2)[CH2:16][CH2:15]1.Cl[C:29]1[N:34]=[CH:33][CH:32]=[CH:31][N:30]=1.C(=O)([O-])[O-].[K+].[K+]>CN(C)C=O>[Cl:1][C:2]1[CH:27]=[CH:26][C:5]2[N:6]3[C:10]([CH2:11][N:12]([C:29]4[N:34]=[CH:33][CH:32]=[CH:31][N:30]=4)[CH2:13][C:4]=2[CH:3]=1)=[N:9][N:8]=[C:7]3[CH:14]1[CH2:15][CH2:16][N:17]([C:20]2[CH:25]=[CH:24][CH:23]=[CH:22][N:21]=2)[CH2:18][CH2:19]1 |f:2.3.4|. Procedure details: A mixture of the amine from example 4 (200 mg, 0.53 mmol), 2-Chloropyrimidine (66 mg, 0.58 mmol) and potassium carbonate (72 mg, 0.53 mmol) in N,N-dimethylformamide (5 ml) was stirred at room temperature for 18 hours. TLC analysis showed starting materials remained, so additional 2-chloropyrimidine (66 mg, 0.58 mmol) was added, and the reaction was stirred at 80° C. for a further 72 hours. The cooled mixture was evaporated under reduced pressure, the residue was partitioned between ethyl acetate... Reactants: [OH-].[Na+] (NaOH), N1N=CC(=C1)C=1C=C(C=CC1)CC(=O)OCC (ethyl [3-(1H-pyrazol-4-yl)phenyl]acetate). Reaction conditions: time 3 hour. As a reaction SMILES: [OH-].[Na+].[NH:3]1[CH:7]=[C:6]([C:8]2[CH:9]=[C:10]([CH2:14][C:15]([O:17]CC)=[O:16])[CH:11]=[CH:12][CH:13]=2)[CH:5]=[N:4]1>O.C1COCC1.CO>[NH:3]1[CH:7]=[C:6]([C:8]2[CH:9]=[C:10]([CH2:14][C:15]([OH:17])=[O:16])[CH:11]=[CH:12][CH:13]=2)[CH:5]=[N:4]1 |f:0.1,3.4.5|. The solvent is O.C1CCOC1.CO (H2O THF MeOH). The product is N1N=CC(=C1)C=1C=C(C=CC1)CC(=O)O ([3-(1H-pyrazol-4-yl)phenyl]acetic acid). Reported procedure: NaOH (57 g, 1.43 mol) was added to a solution of ethyl [3-(1H-pyrazol-4-yl)phenyl]acetate (110 g, 0.478 mol) in H2O/THF/MeOH (250 mL/250 mL/250 mL). The mixture was stirred at room temperature for 3 hours. The mixture was concentrated in vacuo and the pH was adjusted to 3 to 4 via the addition of 3 M HCl, The solid was collected via filtration and dried to afford [3-(1H-pyrazol-4-yl)phenyl]acetic acid. MS ESI calcd. for C11H11N2O2 [M+H]+ 203. found 203. 1H-NMR (500 MHz, DMSO-d6) δ: 7.94 (s, 2H),... Starting materials: C([C@@H](O)[C@H](O)C(=O)O)(=O)O (D-tartaric acid), C([O-])(O)=O.[Na+] (sodium bicarbonate), [Cl-].[Na+] (sodium chloride), C12(CNCC2C1)C1=NC(=NO1)C (5-(3-Azabicyclo[3.1.0]hexan-1-yl)-3-methyl-1,2,4-oxadiazole). The solvent is CO (methanol), O (water). Reaction conditions: time 20 minute. The product is [C@]12(CNC[C@H]2C1)C1=NC(=NO1)C (5-((1S,5S)-3-azabicyclo[3.1.0]hexan-1-yl)-3-methyl-1,2,4-oxadiazole). Isolated yield 58.2%. RXN SMILES: [C:1]12([C:7]3[O:11][N:10]=[C:9]([CH3:12])[N:8]=3)[CH2:6][CH:5]1[CH2:4][NH:3][CH2:2]2.C(=O)(O)[O-].[Na+].[Cl-].[Na+].C(O)(=O)[C@H]([C@@H](C(O)=O)O)O>O.CO>[C@@:1]12([C:7]3[O:11][N:10]=[C:9]([CH3:12])[N:8]=3)[CH2:6][C@@H:5]1[CH2:4][NH:3][CH2:2]2 |f:1.2,3.4|. Procedure: 5-(3-Azabicyclo[3.1.0]hexan-1-yl)-3-methyl-1,2,4-oxadiazole (105) (923 mg, 4.58 mmol) was dissolved in water (20 mL) and treated with saturated sodium bicarbonate (40 mL), and 5 g of sodium chloride (pH8). The aqueous layer was extracted with dichloromethane (6×100 mL), the organic layers combined, dried over magnesium sulfate and filtered through a fritted glass filter. The filtrate was treated with D-tartaric acid (655 g, 4.36 mmol) in 60 mL of methanol and evaporated to dryness. The solid res... The reactants are NCCCCCC(=O)O (6-aminocaproic acid), NCCCCCC(=O)N (6-aminocaproamide). Yields the product C1(CCCCCN1)=O (ε-caprolactam), C(=O)CCCCC(=O)O (5-formylvaleric acid), ester. Reaction SMILES: [NH2:1][CH2:2][CH2:3][CH2:4][CH2:5][CH2:6][C:7]([OH:9])=[O:8].NCCCCCC(N)=[O:17]>>[C:7]1(=[O:9])[NH:1][CH2:2][CH2:3][CH2:4][CH2:5][CH2:6]1.[CH:2]([CH2:3][CH2:4][CH2:5][CH2:6][C:7]([OH:9])=[O:8])=[O:17]. Procedure details: Process according to claim 1, wherein the starting mixture is an aqueous mixture containing 6-aminocaproic acid, 6-aminocaproamide, oligomers thereof and ε-caprolactam which aqueous mixture is obtained through reductive amination of 5-formylvaleric acid or its ester.